Dataset: the Open Reaction Database (ORD), a public repository of structured organic reaction records. Task: describe an organic reaction: reactants, conditions, products, and yield Reactants: C(C)OC(=O)NC1=C(NC2=C(C(=CC(=C2)Cl)Cl)OC)C=CC=C1 (2-ethoxycarbonylamino-N-(3,5-dichloro-2-methoxyphenyl)-aniline), ice water, [Na] (sodium), [Na] (sodium). Solvent: C(C)O (ethanol). Reaction conditions: time 15 minute. Product: ClC=1C(=C(C=C(C1)Cl)N1C(NC2=C1C=CC=C2)=O)OC (1,3-dihydro-1-(3,5-dichloro-2-methoxyphenyl)-2H-benzimidazol-2-one). RXN SMILES: C([O:3][C:4]([NH:6][C:7]1[CH:23]=[CH:22][CH:21]=[CH:20][C:8]=1[NH:9][C:10]1[CH:15]=[C:14]([Cl:16])[CH:13]=[C:12]([Cl:17])[C:11]=1[O:18][CH3:19])=O)C.[Na]>C(O)C>[Cl:17][C:12]1[C:11]([O:18][CH3:19])=[C:10]([N:9]2[C:8]3[CH:20]=[CH:21][CH:22]=[CH:23][C:7]=3[NH:6][C:4]2=[O:3])[CH:15]=[C:14]([Cl:16])[CH:13]=1 |^1:23|. Reported procedure: To a solution of 2-ethoxycarbonylamino-N-(3,5-dichloro-2-methoxyphenyl)-aniline (1.94 g, 5 4 mmol) in absolute ethanol (20 ml) was at room temperature added small pieces of sodium (0.25 g, 10.8 mmol) The mixture was heated at reflux for 11/2 hours after all the sodium has reacted The mixture was after cooling to room temperature poured into ice water (50 ml) and after stirring for 15 minutes the crystalline product was collected by filtration yielding the title compound as slightly pink crystals... Starting materials: Oc1cc2c(nn1)CN(Cc1ccccc1)CC2, Cc1ccccc1, [Na+], O=C([O-])O, O=P(Cl)(Cl)Cl. Yields the product Clc1cc2c(nn1)CN(Cc1ccccc1)CC2. As a reaction SMILES: [CH2:1]([c:2]1[cH:3][cH:4][cH:5][cH:6][cH:7]1)[N:8]1[CH2:9][c:10]2[n:11][n:12][c:13]([OH:18])[cH:14][c:15]2[CH2:16][CH2:17]1.[CH3:29][c:30]1[cH:31][cH:32][cH:33][cH:34][cH:35]1.[Na+:28].[O-:24][C:25]([OH:26])=[O:27].[P:19]([Cl:20])([Cl:21])([Cl:22])=[O:23]>>[CH2:1]([c:2]1[cH:3][cH:4][cH:5][cH:6][cH:7]1)[N:8]1[CH2:9][c:10]2[n:11][n:12][c:13]([Cl:21])[cH:14][c:15]2[CH2:16][CH2:17]1. Reactants: CCOC(=O)c1c(Cl)c2ccc(C)nc2n(CC)c1=O, C1CNCCN1, CCO. Yields the product CCOC(=O)c1c(N2CCNCC2)c2ccc(C)nc2n(CC)c1=O. RXN SMILES: [CH2:1]([CH3:2])[O:3][C:4](=[O:5])[c:6]1[c:7](=[O:20])[n:8]([CH2:18][CH3:19])[c:9]2[n:10][c:11]([CH3:17])[cH:12][cH:13][c:14]2[c:15]1[Cl:16].[CH2:21]1[CH2:22][NH:23][CH2:24][CH2:25][NH:26]1.[CH3:27][CH2:28][OH:29]>>[CH2:1]([CH3:2])[O:3][C:4](=[O:5])[c:6]1[c:7](=[O:20])[n:8]([CH2:18][CH3:19])[c:9]2[n:10][c:11]([CH3:17])[cH:12][cH:13][c:14]2[c:15]1[N:23]1[CH2:22][CH2:21][NH:26][CH2:25][CH2:24]1. Starting materials: ClC1=NC(=CC(=C1)Cl)C (2,4-dichloro-6-methylpyridine), C(CCC)[Sn](C1=CN=CS1)(CCCC)CCCC (5-(tributylstannyl)thiazole), [F-].[Cs+] (CsF). Reagents/catalysts: [Cu]I (CuI), C=1C=CC(=CC1)[P](C=2C=CC=CC2)(C=3C=CC=CC3)[Pd]([P](C=4C=CC=CC4)(C=5C=CC=CC5)C=6C=CC=CC6)([P](C=7C=CC=CC7)(C=8C=CC=CC8)C=9C=CC=CC9)[P](C=1C=CC=CC1)(C=1C=CC=CC1)C=1C=CC=CC1 (Pd(PPh3)4). Reaction conditions: time 1 hour. The product is ClC1=CC(=NC(=C1)C)C1=CN=CS1 (5-(4-chloro-6-methylpyridin-2-yl)thiazole). As a reaction SMILES: Cl[C:2]1[CH:7]=[C:6]([Cl:8])[CH:5]=[C:4]([CH3:9])[N:3]=1.C([Sn](CCCC)(CCCC)[C:15]1[S:19][CH:18]=[N:17][CH:16]=1)CCC.[F-].[Cs+]>[Cu]I.C1C=CC([P]([Pd]([P](C2C=CC=CC=2)(C2C=CC=CC=2)C2C=CC=CC=2)([P](C2C=CC=CC=2)(C2C=CC=CC=2)C2C=CC=CC=2)[P](C2C=CC=CC=2)(C2C=CC=CC=2)C2C=CC=CC=2)(C2C=CC=CC=2)C2C=CC=CC=2)=CC=1>[Cl:8][C:6]1[CH:5]=[C:4]([CH3:9])[N:3]=[C:2]([C:15]2[S:19][CH:18]=[N:17][CH:16]=2)[CH:7]=1 |f:2.3,^1:35,37,56,75|. Procedure details: To a 2 dram vial equipped with a stir bar was added 2,4-dichloro-6-methylpyridine (29 mg, 0.18 mmol), 5-(tributylstannyl)thiazole (66 mg, 0.18 mmol), CuI (8 mg, 0.04 mmol), CsF (81 mg, 0.53 mmol), and Pd(PPh3)4 (10 mg, 8.9 μmol). The vial was capped with a septum screw-cap and then placed under N2 atmosphere. To the vial was added degassed DMF (1 mL). The vial was placed in a 80° C. heating block with stirring for 1 hour. The mixture was allowed to cool to room temperature and was then directly ... Reactants: ClC1=CC=C(C=CC(C(=O)OCC)=O)C=C1 (ethyl p-chlorobenzalpyruvate). Reagents/catalysts: [PdH2] (Palladium Hydride). Run at time 2 hour. Yields the product ClC1=CC=C(C=C1)CCC(C(=O)OCC)=O (ethyl 4-(p-chlorophenyl)-2-ketobutanoate). As a reaction SMILES: [Cl:1][C:2]1[CH:16]=[CH:15][C:5]([CH:6]=[CH:7][C:8](=[O:14])[C:9]([O:11][CH2:12][CH3:13])=[O:10])=[CH:4][CH:3]=1>[PdH2]>[Cl:1][C:2]1[CH:3]=[CH:4][C:5]([CH2:6][CH2:7][C:8](=[O:14])[C:9]([O:11][CH2:12][CH3:13])=[O:10])=[CH:15][CH:16]=1. Procedure details: To the ethyl p-chlorobenzalpyruvate from step B (23.6 g, 0.1 moL) was added 0.1 g of the palladium catalyst from Example 1. The reactor was pressurized to 10 psi with H2 for two hours after which time the catalyst was removed by filtration and the ethyl 4-(p-chlorophenyl)-2-ketobutanoate isolated by vacuum concentration in quantitative yield. 3H NMR (CDCl3) δ: 1.1 (t, 3H), 3.8 (m, 4H), 4.0 (q, 2H), 7.1 (s, 4H), IR (film) cm-1 : 3450w, 3075-2875s, 1750s, 1710s, 1600m, 675s. Starting materials: C(C)(C)(C)OC(=O)N[C@@H](CC1=CC=CC=C1)C(=O)O (N-tert-butoxycarbonyl-L-phenylalanine), ON1N=NC2=C1C=CC=C2 (1-hydroxybenzotriazole), Cl.C(C)N=C=NCCCN(C)C (1-ethyl-3-(3-dimethylaminopropyl)carbodiimide hydrochloride), C(C)(C)(C)C(=O)CN1C(C(CN(C2=C1C=CC=C2)C2=CC=CC=C2)N)=O (1-tert-Butylcarbonylmethyl-2-oxo-3-amino-5-phenyl-1,3,4,5-tetrahydro-2H-1,5-benzodiazepine). Solvent: C(C)(=O)OCC (ethyl acetate), O (Water), C(C)N(CC)CC (triethylamine), CN(C=O)C (N,N-dimethyl formamide). Run at time 5 minute. The product is C(C)(C)(C)C(=O)CN1C(C(CN(C2=C1C=CC=C2)C2=CC=CC=C2)NC([C@H](CC2=CC=CC=C2)NC(=O)OC(C)(C)C)=O)=O (1-tert-butylcarbonylmethyl-2-oxo-3-[(2S)-(2-tert-butoxycarbonylamino-3-phenylpropionyl)amino]-5-phenyl-1,3,4,5-tetrahydro-2H-1,5-benzodiazepine). The yield is 100.0%. Reaction SMILES: [C:1]([C:5]([CH2:7][N:8]1[C:14]2[CH:15]=[CH:16][CH:17]=[CH:18][C:13]=2[N:12]([C:19]2[CH:24]=[CH:23][CH:22]=[CH:21][CH:20]=2)[CH2:11][CH:10]([NH2:25])[C:9]1=[O:26])=[O:6])([CH3:4])([CH3:3])[CH3:2].[C:27]([O:31][C:32]([NH:34][C@H:35]([C:43](O)=[O:44])[CH2:36][C:37]1[CH:42]=[CH:41][CH:40]=[CH:39][CH:38]=1)=[O:33])([CH3:30])([CH3:29])[CH3:28].ON1C2C=CC=CC=2N=N1.Cl.C(N=C=NCCCN(C)C)C>CN(C)C=O.C(OCC)(=O)C.O.C(N(CC)CC)C>[C:1]([C:5]([CH2:7][N:8]1[C:14]2[CH:15]=[CH:16][CH:17]=[CH:18][C:13]=2[N:12]([C:19]2[CH:24]=[CH:23][CH:22]=[CH:21][CH:20]=2)[CH2:11][CH:10]([NH:25][C:43](=[O:44])[C@@H:35]([NH:34][C:32]([O:31][C:27]([CH3:29])([CH3:28])[CH3:30])=[O:33])[CH2:36][C:37]2[CH:42]=[CH:41][CH:40]=[CH:39][CH:38]=2)[C:9]1=[O:26])=[O:6])([CH3:4])([CH3:2])[CH3:3] |f:3.4|. Procedure details: 1-tert-Butylcarbonylmethyl-2-oxo-3-amino-5-phenyl-1,3,4,5-tetrahydro-2H-1,5-benzodiazepine (3.62 g) was dissolved in anhydrous N,N-dimethyl formamide (30 ml) under argon atmosphere, N-tert-butoxycarbonyl-L-phenylalanine (3.00 g), 1-hydroxybenzotriazole (1.73 g), 1-ethyl-3-(3-dimethylaminopropyl)carbodiimide hydrochloride (2.17 g) and triethylamine (2.08 g) were added at ice-cooling, thereto the mixture was stirred for 5 minutes under ice-cooling, and stirred at room temperature for one hour. Wat... Reactants: CCNC(=O)Nc1ccc(-c2ncc(C(=O)NC(C)(C)c3ccccc3)s2)cn1, O=C(O)C(F)(F)F. Product: CCNC(=O)Nc1ccc(-c2ncc(C(N)=O)s2)cn1. RXN SMILES: [CH2:1]([CH3:2])[NH:3][C:4](=[O:5])[NH:6][c:7]1[cH:8][cH:9][c:10](-[c:13]2[s:14][c:15]([C:18](=[O:19])[NH:20][C:21]([CH3:22])([c:23]3[cH:24][cH:25][cH:26][cH:27][cH:28]3)[CH3:29])[cH:16][n:17]2)[cH:11][n:12]1.[F:30][C:31]([F:32])([F:33])[C:34]([OH:35])=[O:36]>>[CH2:1]([CH3:2])[NH:3][C:4](=[O:5])[NH:6][c:7]1[cH:8][cH:9][c:10](-[c:13]2[s:14][c:15]([C:18](=[O:19])[NH2:20])[cH:16][n:17]2)[cH:11][n:12]1.